Dataset: the Open Reaction Database (ORD), a public repository of structured organic reaction records. Task: describe an organic reaction: reactants, conditions, products, and yield Reactants: Cl (HCl), crude mixture, [N+](=O)([O-])C1=CC(=C(OC2CCN(CC2)C(=O)OC(C)(C)C)C=C1)C(F)(F)F (tert-butyl 4-(4-nitro-2-(trifluoromethyl)phenoxy)piperidine-1-carboxylate). Solvent: O1CCOCC1 (dioxane), CCOC(=O)C (EtOAc), C(Cl)Cl (CH2Cl2). Conditions: temperature 0 celsius, time 30 minute. The product is [N+](=O)([O-])C1=CC(=C(OC2CCNCC2)C=C1)C(F)(F)F (4-(4-nitro-2-(trifluoromethyl)phenoxy)piperidine). The yield is 90.0%. RXN SMILES: [N+:1]([C:4]1[CH:23]=[CH:22][C:7]([O:8][CH:9]2[CH2:14][CH2:13][N:12](C(OC(C)(C)C)=O)[CH2:11][CH2:10]2)=[C:6]([C:24]([F:27])([F:26])[F:25])[CH:5]=1)([O-:3])=[O:2].Cl>C(Cl)Cl.O1CCOCC1.CCOC(C)=O>[N+:1]([C:4]1[CH:23]=[CH:22][C:7]([O:8][CH:9]2[CH2:14][CH2:13][NH:12][CH2:11][CH2:10]2)=[C:6]([C:24]([F:27])([F:25])[F:26])[CH:5]=1)([O-:3])=[O:2]. Procedure: A solution of tert-butyl 4-(4-nitro-2-(trifluoromethyl)phenoxy)piperidine-1-carboxylate (1.4 g, 1.0 eq, 3.6 mmol) in CH2Cl2 (25 mL) was cooled to 0° C. while stifling. 4N HCl in dioxane (15 mL) was added to the above solution and stirred at 0° C. for 30 minutes and brought to room temperature for 2 hours. The volatiles were removed under vacuum to leave a crude solid. The crude mixture was dissolved in EtOAc (100 mL) and partitioned with 1N aqueous NaOH solution (50 mL). Organic layers were sepa... Run in C1(=CC=CC=C1)C (toluene). The reactants are OCCCC=1C=C(C=CC1)C#CC(C)(O)C (4-(3-(3-hydroxypropyl)phenyl)-2-methylbut-3-yn-2-ol), [OH-].[K+] (KOH). Reaction SMILES: [OH:1][CH2:2][CH2:3][CH2:4][C:5]1[CH:6]=[C:7]([C:11]#[C:12]C(C)(O)C)[CH:8]=[CH:9][CH:10]=1.[OH-].[K+]>C1(C)C=CC=CC=1>[C:11]([C:7]1[CH:6]=[C:5]([CH2:4][CH2:3][CH2:2][OH:1])[CH:10]=[CH:9][CH:8]=1)#[CH:12] |f:1.2|. Product: C(#C)C=1C=C(C=CC1)CCCO (3-(3-ethynylphenyl)propan-1-ol). Reported procedure: To a solution of 4-(3-(3-hydroxypropyl)phenyl)-2-methylbut-3-yn-2-ol (10) (0.750 g, 3.4 mmol) in toluene (50 mL) was added powdered KOH (0.390 g, 7 mmol). The resulting mixture was heated to reflux for 45 min, concentrated under reduced pressure to 10-15 mL and diluted with EtOAc (100 mL). The solution was washed with water (2×100 mL) and brine (50 mL), dried over MgSO4 and concentrated under reduced pressure. Purification by flash chromatography gave 3-(3-ethynylphenyl)propan-1-ol (11) as a lig...